From a dataset of the Open Reaction Database (ORD), a public repository of structured organic reaction records. describe an organic reaction: reactants, conditions, products, and yield Reactants: COC(=O)c1ccc(CC(C)NCC(O)c2ccc(O)c(CO)c2)cc1, CCO, ClC(Cl)Cl, [H][H]. The product is COC(=O)c1ccc(CC(C)NCC(O)c2ccc(O)c(C)c2)cc1. As a reaction SMILES: [C:1](=[O:2])([O:3][CH3:4])[c:5]1[cH:6][cH:7][c:8]([CH2:11][CH:12]([CH3:13])[NH:14][CH2:15][CH:16]([c:17]2[cH:18][c:19]([CH2:24][OH:25])[c:20]([OH:23])[cH:21][cH:22]2)[OH:26])[cH:9][cH:10]1.[CH3:29][CH2:30][OH:31].[CH:32]([Cl:33])([Cl:34])[Cl:35].[H:27][H:28]>>[C:1](=[O:2])([O:3][CH3:4])[c:5]1[cH:6][cH:7][c:8]([CH2:11][CH:12]([CH3:13])[NH:14][CH2:15][CH:16]([c:17]2[cH:18][c:19]([CH3:24])[c:20]([OH:23])[cH:21][cH:22]2)[OH:26])[cH:9][cH:10]1.